This data is from the Open Reaction Database (ORD), a public repository of structured organic reaction records. The task is: describe an organic reaction: reactants, conditions, products, and yield Starting materials: CN(C=O)C (N,N-dimethylformamide), NC1=CC(=NC=C1F)N1C=C(C(C2=CC(=C(C(=C12)Cl)F)F)=O)C(=O)O (1-(4-amino-5-fluoropyridine-2-yl)-8-chloro-6,7-difluoro-4-oxo-1,4-dihydroquinoline-3-carboxylic acid), Cl.Cl.NC1CNC1 (3-aminoazetidine dihydrochloride), CN1CCCC1 (N-methylpyrrolidine). Run in C(C)O (ethanol). Conditions: temperature 90 celsius, time 20 minute. Yields the product NC1CN(C1)C1=C(C=C2C(C(=CN(C2=C1Cl)C1=NC=C(C(=C1)N)F)C(=O)O)=O)F (7-(3-aminoazetidine-1-yl)-1-(4-amino-5-fluoropyridine-2-yl)-8-chloro-6-fluoro-4-oxo-1,4-dihydroquinoline-3-carboxylic acid). Isolated yield 87.6%. Reaction SMILES: CN(C)C=O.[NH2:6][C:7]1[C:12]([F:13])=[CH:11][N:10]=[C:9]([N:14]2[C:23]3[C:18](=[CH:19][C:20]([F:26])=[C:21](F)[C:22]=3[Cl:24])[C:17](=[O:27])[C:16]([C:28]([OH:30])=[O:29])=[CH:15]2)[CH:8]=1.Cl.Cl.[NH2:33][CH:34]1[CH2:37][NH:36][CH2:35]1.CN1CCCC1>C(O)C>[NH2:33][CH:34]1[CH2:37][N:36]([C:21]2[C:22]([Cl:24])=[C:23]3[C:18]([C:17](=[O:27])[C:16]([C:28]([OH:30])=[O:29])=[CH:15][N:14]3[C:9]3[CH:8]=[C:7]([NH2:6])[C:12]([F:13])=[CH:11][N:10]=3)=[CH:19][C:20]=2[F:26])[CH2:35]1 |f:2.3.4|. Procedure details: To 110 mg of N,N-dimethylformamide were added 23 mg of 1-(4-amino-5-fluoropyridine-2-yl)-8-chloro-6,7-difluoro-4-oxo-1,4-dihydroquinoline-3-carboxylic acid, 20 mg of 3-aminoazetidine dihydrochloride, and 50 mg of N-methylpyrrolidine, and the mixture was stirred at 90° C. for 20 minutes. After adding 500 mg of ethanol, the mixture was allowed to cool, and the precipitate was collected by filtration and washed with ethanol and diisopropylether successively to obtain 23 mg of the title compound as ... Reactants: CCOCC, CO, O=Cc1ccc(O)c(C(=O)O)c1, O, O=S(=O)(O)O. Yields the product COC(=O)c1cc(C=O)ccc1O. RXN SMILES: [CH3:18][CH2:19][O:20][CH2:21][CH3:22].[CH3:24][OH:25].[CH:1](=[O:2])[c:3]1[cH:4][cH:5][c:6]([OH:12])[c:7]([C:8](=[O:9])[OH:10])[cH:11]1.[OH2:23].[S:13](=[O:14])(=[O:15])([OH:16])[OH:17]>>[CH:1](=[O:2])[c:3]1[cH:4][cH:5][c:6]([OH:12])[c:7]([C:8]([O:9][CH3:18])=[O:10])[cH:11]1.